This data is from the Open Reaction Database (ORD), a public repository of structured organic reaction records. The task is: describe an organic reaction: reactants, conditions, products, and yield Starting materials: FC(C1=NC(=NC=C1)N1CC(C1)CCNC(OC(C)(C)C)=O)(F)F (tert-butyl {2-[1- (4-trifluoromethylpyrimidin-2-yl)azetidin-3-yl]ethyl}carbamate), product, solution, Cl (hydrogen chloride). Run in O1CCOCC1 (dioxane). Product: FC(C1=NC(=NC=C1)N1CC(C1)CCN)(F)F (2-[1-(4-Trifluoromethylpyrimidin-2-yl)azetidin-3-yl]-ethylamine). RXN SMILES: [F:1][C:2]([F:24])([F:23])[C:3]1[CH:8]=[CH:7][N:6]=[C:5]([N:9]2[CH2:12][CH:11]([CH2:13][CH2:14][NH:15]C(=O)OC(C)(C)C)[CH2:10]2)[N:4]=1.Cl>O1CCOCC1>[F:23][C:2]([F:1])([F:24])[C:3]1[CH:8]=[CH:7][N:6]=[C:5]([N:9]2[CH2:12][CH:11]([CH2:13][CH2:14][NH2:15])[CH2:10]2)[N:4]=1. Reported procedure: The process is performed according to the procedure described in Example 11 (step 11.2.). Starting with 3.67 g (10.60 mmol) of tert-butyl {2-[1- (4-trifluoromethylpyrimidin-2-yl)azetidin-3-yl]ethyl}carbamate and 10.60 mL (42.38 mmol) of a 4N solution of hydrogen chloride in dioxane, 1.75 g of product are obtained in the form of a yellow oil, after purification by chromatography on silica gel, eluting with a 100/0/0 to 90/10/1 mixture of dichloromethane, methanol and 28% aqueous ammonia. Reactants: NC1=C(C(=O)N)C=C(C=N1)Cl (2-amino-5-chloronicotinamide), BrCC1=C(C=CC(=C1)F)C (2-(bromomethyl)-4-fluoro-1-methylbenzene). The product is Br.ClC=1C=C(C(N(C1)CC1=C(C=CC(=C1)F)C)=N)C(=O)N (5-chloro-1-(5-fluoro-2-methylbenzyl)-2-imino-1,2-dihydropyridine-3-carboxamide hydrobromide). As a reaction SMILES: [NH2:1][C:2]1[N:10]=[CH:9][C:8]([Cl:11])=[CH:7][C:3]=1[C:4]([NH2:6])=[O:5].[Br:12][CH2:13][C:14]1[CH:19]=[C:18]([F:20])[CH:17]=[CH:16][C:15]=1[CH3:21]>>[BrH:12].[Cl:11][C:8]1[CH:7]=[C:3]([C:4]([NH2:6])=[O:5])[C:2](=[NH:1])[N:10]([CH2:13][C:14]2[CH:19]=[C:18]([F:20])[CH:17]=[CH:16][C:15]=2[CH3:21])[CH:9]=1 |f:2.3|. Reported procedure: According to the method of Example 172, 2-amino-5-chloronicotinamide was reacted with 2-(bromomethyl)-4-fluoro-1-methylbenzene to give the title compound. Reactants: OCCCBr, CC(O)(C(=O)Nc1ccc(S(=O)c2ccc(O)cc2)cc1Cl)C(F)(F)F, [H-], [Na+], CN(C)C=O. The product is CC(O)(C(=O)Nc1ccc(S(=O)c2ccc(OCCCO)cc2)cc1Cl)C(F)(F)F. Reaction SMILES: [Br:29][CH2:30][CH2:31][CH2:32][OH:33].[Cl:3][c:4]1[c:5]([NH:19][C:20]([C:21]([C:22]([F:23])([F:24])[F:25])([CH3:26])[OH:27])=[O:28])[cH:6][cH:7][c:8]([S:10](=[O:11])[c:12]2[cH:13][cH:14][c:15]([OH:18])[cH:16][cH:17]2)[cH:9]1.[H-:1].[Na+:2].[O:34]=[CH:35][N:36]([CH3:37])[CH3:38]>>[Cl:3][c:4]1[c:5]([NH:19][C:20]([C:21]([C:22]([F:23])([F:24])[F:25])([CH3:26])[OH:27])=[O:28])[cH:6][cH:7][c:8]([S:10](=[O:11])[c:12]2[cH:13][cH:14][c:15]([O:18][CH2:30][CH2:31][CH2:32][OH:33])[cH:16][cH:17]2)[cH:9]1. Reactants: ClC1=CC=C(C=C1)C1(OC2=C(O1)C=CC(=C2)CC(=O)C2=CN(C1=CC=CC=C21)CCCC(=O)OCC)C2=CC=C(C=C2)Cl (Ethyl 4-(3-[(2,2-di[4-chlorophenyl]-1,3-benzodioxolan-5-yl)methylcarbonyl]indol-1-yl)butanoate). Run in C(C)(=O)O.O (acetic acid water). The product is OC=1C=C(C=CC1O)CC(=O)C1=CN(C2=CC=CC=C12)CCCC(=O)OCC (Ethyl 4-(3-[(3.4-dihydroxyphenyl)methylcarbonyl]indol-1-yl)butanoate). The yield is 76.3%. RXN SMILES: ClC1C=CC(C2(C3C=CC(Cl)=CC=3)[O:12][C:11]3[CH:13]=[CH:14][C:15]([CH2:17][C:18]([C:20]4[C:28]5[C:23](=[CH:24][CH:25]=[CH:26][CH:27]=5)[N:22]([CH2:29][CH2:30][CH2:31][C:32]([O:34][CH2:35][CH3:36])=[O:33])[CH:21]=4)=[O:19])=[CH:16][C:10]=3[O:9]2)=CC=1>C(O)(=O)C.O>[OH:9][C:10]1[CH:16]=[C:15]([CH2:17][C:18]([C:20]2[C:28]3[C:23](=[CH:24][CH:25]=[CH:26][CH:27]=3)[N:22]([CH2:29][CH2:30][CH2:31][C:32]([O:34][CH2:35][CH3:36])=[O:33])[CH:21]=2)=[O:19])[CH:14]=[CH:13][C:11]=1[OH:12] |f:1.2|. Procedure details: Ethyl 4-(3-[(2,2-di[4-chlorophenyl]-1,3-benzodioxolan-5-yl)methylcarbonyl]indol-1-yl)butanoate (9.5 g) (see Preparation 9) was dissolved in acetic acid/water (9:1) (100 ml) and heated under reflux for one hour. The reaction mixture was cooled, evaporated to dryness and partitioned between ethyl acetate and brine. The organic layer was separated, dried (MgSO4) and evaporated to a brown oil. Flash chromatography (silica, eluant=10:1 dichloromethane/ethanol) gave the title compound as a pale tan so... The reactants are Clc1ccccc1Br, CCOC(C)=O, Cc1ccccc1, O=Cc1ccc(B(O)O)cc1, [Na+], [Na+], O=C([O-])[O-]. Yields the product O=Cc1ccc(-c2ccccc2Cl)cc1. Reaction SMILES: [Br:1][c:2]1[c:3]([Cl:8])[cH:4][cH:5][cH:6][cH:7]1.[CH3:26][CH2:27][O:28][C:29](=[O:30])[CH3:31].[CH3:32][c:33]1[cH:34][cH:35][cH:36][cH:37][cH:38]1.[CH:9](=[O:10])[c:11]1[cH:12][cH:13][c:14]([B:17]([OH:18])[OH:19])[cH:15][cH:16]1.[Na+:20].[Na+:21].[O-:22][C:23](=[O:24])[O-:25]>>[c:2]1(-[c:14]2[cH:13][cH:12][c:11]([CH:9]=[O:10])[cH:16][cH:15]2)[c:3]([Cl:8])[cH:4][cH:5][cH:6][cH:7]1. Starting materials: OC1=C(C(=O)OCC)C=C(C=C1)N=CC1=CC=CC=C1 (Ethyl 2-hydroxy-5-benzylideneaminobenzoate), C(C)(=O)OC(C)=O (acetic anhydride). The solvent is N1=CC=CC=C1 (pyridine). Run at time 48 hour. Product: C(C)(=O)OC1=C(C(=O)OCC)C=C(C=C1)N=CC1=CC=CC=C1 (Ethyl 2-acetoxy-5-benzylideneaminobenzoate). Isolated yield 73.0%. As a reaction SMILES: [OH:1][C:2]1[CH:12]=[CH:11][C:10]([N:13]=[CH:14][C:15]2[CH:20]=[CH:19][CH:18]=[CH:17][CH:16]=2)=[CH:9][C:3]=1[C:4]([O:6][CH2:7][CH3:8])=[O:5].[C:21](OC(=O)C)(=[O:23])[CH3:22]>N1C=CC=CC=1>[C:21]([O:1][C:2]1[CH:12]=[CH:11][C:10]([N:13]=[CH:14][C:15]2[CH:20]=[CH:19][CH:18]=[CH:17][CH:16]=2)=[CH:9][C:3]=1[C:4]([O:6][CH2:7][CH3:8])=[O:5])(=[O:23])[CH3:22]. Reported procedure: Ethyl 2-hydroxy-5-benzylideneaminobenzoate (21 g, 78 mmole) was dissolved in pyridine (60 ml) and acetic anhydride (8.9 ml) was added after which the reaction mixture was kept at room temperature for 48 hours, evaporated to dryness in vacuo, and the residue recrystallized from hexane to give the title compound (17.8 g, 73%), m.p. 79°-80° C. Found (Calc. for C18H17NO4) C 69.33 (69.45), H 5.51 (5.47), N 4.57 (4.50). Starting materials: FC1=CC(=C(C(=O)O)C=C1F)OC1=CC=C(C=C1)F (4,5-Difluoro-2-(4-fluorophenoxy)benzoic acid), Cl.N[C@@H](C)C1=CC=C(C(=O)OC)C=C1 (Methyl 4-[(1S)-1-aminoethyl]benzoate hydrochloride). Yields the product FC1=CC(=C(C(=O)N[C@@H](C)C2=CC=C(C(=O)OC)C=C2)C=C1F)OC1=CC=C(C=C1)F (Methyl 4-((1S)-1-{[4,5-difluoro-2-(4-fluorophenoxy)benzoyl]amino}ethyl)benzoate). Reaction SMILES: [F:1][C:2]1[C:10]([F:11])=[CH:9][C:5]([C:6]([OH:8])=O)=[C:4]([O:12][C:13]2[CH:18]=[CH:17][C:16]([F:19])=[CH:15][CH:14]=2)[CH:3]=1.Cl.[NH2:21][C@H:22]([C:24]1[CH:33]=[CH:32][C:27]([C:28]([O:30][CH3:31])=[O:29])=[CH:26][CH:25]=1)[CH3:23]>>[F:1][C:2]1[C:10]([F:11])=[CH:9][C:5]([C:6]([NH:21][C@H:22]([C:24]2[CH:33]=[CH:32][C:27]([C:28]([O:30][CH3:31])=[O:29])=[CH:26][CH:25]=2)[CH3:23])=[O:8])=[C:4]([O:12][C:13]2[CH:18]=[CH:17][C:16]([F:19])=[CH:15][CH:14]=2)[CH:3]=1 |f:1.2|. Procedure: The title compound was prepared according to the procedure described in step 3 of Example 1 from 4,5-difluoro-2-(4-fluorophenoxy)benzoic acid (step 1) and methyl 4-[(1S)-1-aminoethyl]benzoate (step 3 of Example 5): MS (ESI) m/z 430 (M+H)+, 428 (M−H)−.